This data is from the Open Reaction Database (ORD), a public repository of structured organic reaction records. The task is: describe an organic reaction: reactants, conditions, products, and yield The reactants are C(C=C)C1=C(C(=CC=C1)OC1=C(C=CC=C1)C)O (2-Allyl-6-(o-tolyloxy)phenol), S(=O)(=O)(OC)OC (dimethyl sulfate), [OH-].[K+] (potassium hydroxide). The solvent is O (water). Product: COC1=C(C=CC=C1CC=C)OC=1C(=CC=CC1)C (o-tolyl 2-methoxy-3-allylphenyl ether). RXN SMILES: [CH2:1]([C:4]1[CH:9]=[CH:8][CH:7]=[C:6]([O:10][C:11]2[CH:16]=[CH:15][CH:14]=[CH:13][C:12]=2[CH3:17])[C:5]=1[OH:18])[CH:2]=[CH2:3].S(OC)(O[CH3:23])(=O)=O.[OH-].[K+]>O>[CH3:23][O:18][C:5]1[C:4]([CH2:1][CH:2]=[CH2:3])=[CH:9][CH:8]=[CH:7][C:6]=1[O:10][C:11]1[C:12]([CH3:17])=[CH:13][CH:14]=[CH:15][CH:16]=1 |f:2.3|. Procedure details: 2-Allyl-6-(o-tolyloxy)phenol (80 g), dimethyl sulfate (63 ml), potassium hydroxide (56 g) and water (200 ml) were treated in a similar manner to that of Example 4-(1) to give oily o-tolyl 2-methoxy-3-allylphenyl ether (78.6 g). bp 120°-135° C./0.7 mmHg. Reactants: C1(CC1)COC1=CC(=C(C=C1)N=NC1=CC=C(C=C1)O)[N+](=O)[O-] (4-{[4-(cyclopropylmethoxy)-2-nitrophenyl]diazenyl}phenol), P(OCC)(OCC)OCC (triethyl phosphite). Reaction conditions: temperature 140 celsius, time 8 hour. The product is C1(CC1)COC1=CC=2C(=NN(N2)C2=CC=C(C=C2)O)C=C1 (4-[5-(cyclopropylmethoxy)-2H-benzotriazol-2-yl]phenol). RXN SMILES: [CH:1]1([CH2:4][O:5][C:6]2[CH:11]=[CH:10][C:9]([N:12]=[N:13][C:14]3[CH:19]=[CH:18][C:17]([OH:20])=[CH:16][CH:15]=3)=[C:8]([N+:21]([O-])=O)[CH:7]=2)[CH2:3][CH2:2]1.P(OCC)(OCC)OCC>>[CH:1]1([CH2:4][O:5][C:6]2[CH:11]=[CH:10][C:9]3=[N:12][N:13]([C:14]4[CH:19]=[CH:18][C:17]([OH:20])=[CH:16][CH:15]=4)[N:21]=[C:8]3[CH:7]=2)[CH2:3][CH2:2]1. Procedure details: A mixture of 4-{[4-(cyclopropylmethoxy)-2-nitrophenyl]diazenyl}phenol and triethyl phosphite (4 mL) was stirred at 140° C. overnight. The reaction mixture was purified by silica gel column chromatography (hexane/ethyl acetate) to give the title compound as a yellow solid (103 mg).